Dataset: the Open Reaction Database (ORD), a public repository of structured organic reaction records. Task: describe an organic reaction: reactants, conditions, products, and yield The reactants are C1CCOC1, CC(C)Oc1ccc(-c2noc(-c3ccc(CNCC4COC(C)(C)O4)cc3)n2)cc1Cl, Cl, [Na+], [OH-]. Product: CC(C)Oc1ccc(-c2noc(-c3ccc(CNCC(O)CO)cc3)n2)cc1Cl. Reaction SMILES: [CH2:36]1[O:37][CH2:38][CH2:39][CH2:40]1.[Cl:1][c:2]1[cH:3][c:4](-[c:12]2[n:13][o:14][c:15](-[c:17]3[cH:18][cH:19][c:20]([CH2:21][NH:22][CH2:23][CH:24]4[O:25][C:26]([CH3:29])([CH3:30])[O:27][CH2:28]4)[cH:31][cH:32]3)[n:16]2)[cH:5][cH:6][c:7]1[O:8][CH:9]([CH3:10])[CH3:11].[ClH:33].[Na+:35].[OH-:34]>>[Cl:1][c:2]1[cH:3][c:4](-[c:12]2[n:13][o:14][c:15](-[c:17]3[cH:18][cH:19][c:20]([CH2:21][NH:22][CH2:23][CH:24]([OH:25])[CH2:28][OH:27])[cH:31][cH:32]3)[n:16]2)[cH:5][cH:6][c:7]1[O:8][CH:9]([CH3:10])[CH3:11]. The reactants are O=C([O-])[O-], O=[N+]([O-])c1ccc(Cl)cc1, Oc1cccc(C(F)(F)F)c1, [K+], [K+], CN(C)C=O. Yields the product O=[N+]([O-])c1ccc(Oc2cccc(C(F)(F)F)c2)cc1. RXN SMILES: [C:22](=[O:23])([O-:24])[O-:25].[Cl:1][c:2]1[cH:3][cH:4][c:5]([N+:8](=[O:9])[O-:10])[cH:6][cH:7]1.[F:11][C:12]([c:13]1[cH:14][c:15]([OH:19])[cH:16][cH:17][cH:18]1)([F:20])[F:21].[K+:26].[K+:27].[O:28]=[CH:29][N:30]([CH3:31])[CH3:32]>>[c:2]1([O:19][c:15]2[cH:14][c:13]([C:12]([F:11])([F:20])[F:21])[cH:18][cH:17][cH:16]2)[cH:3][cH:4][c:5]([N+:8](=[O:9])[O-:10])[cH:6][cH:7]1. Starting materials: C(C)(=O)N (acetoamide), C(C)OC(CC(=O)CCl)=O (ethylchloroaceto acetate), C(O)([O-])=O.[Na+] (sodium hydrogen carbonate), liquid, Cl (hydrochloric acid). Solvent: C(C)(=O)O (acetic acid). Run at time 10 hour. Yields the product CC=1OC(=C(N1)C)C(=O)OCC (ethyl 2,4-dimethyl-1,3-oxazole-5-carboxylate). RXN SMILES: [C:1]([NH2:4])(=[O:3])[CH3:2].[CH2:5]([O:7][C:8](=[O:14])[CH2:9][C:10]([CH2:12]Cl)=O)[CH3:6].C(=O)([O-])O.[Na+].Cl>C(O)(=O)C>[CH3:2][C:1]1[O:3][C:9]([C:8]([O:7][CH2:5][CH3:6])=[O:14])=[C:10]([CH3:12])[N:4]=1 |f:2.3|. Procedure: 800 mmol of acetoamide and 400 mmol of ethylchloroaceto acetate were dissolved into 146 g of anhydrous acetic acid. Reaction was carried out for 10 hours at 130° C. The reacted liquid was alkalized with saturated sodium hydrogen carbonate and then the product was extracted into an organic phase using ethyl acetate. The organic phase was dried under sodium sulfate and then the solvent was evaporated out, obtaining a black liquid. To this black liquid 6N hydrochloric acid aqueous solution was adde... Reactants: O=C([O-])[O-], [K+], [K+], Cc1ccc(S(=O)(=O)OCC2CCCC2)cc1, Oc1ccccc1O. Product: Oc1ccccc1OCC1CCCC1. As a reaction SMILES: [C:26](=[O:27])([O-:28])[O-:29].[K+:30].[K+:31].[O:9]([S:10]([c:11]1[cH:12][cH:13][c:14]([CH3:15])[cH:16][cH:17]1)(=[O:18])=[O:19])[CH2:20][CH:21]1[CH2:22][CH2:23][CH2:24][CH2:25]1.[OH:1][c:2]1[cH:3][cH:4][cH:5][cH:6][c:7]1[OH:8]>>[O:1]([c:2]1[cH:3][cH:4][cH:5][cH:6][c:7]1[OH:8])[CH2:20][CH:21]1[CH2:22][CH2:23][CH2:24][CH2:25]1. Starting materials: CC(C)(C)OC(=O)N1CCC(NC(=O)C2CCC3CN2C(=O)N3OCc2ccccc2)C1, CO. Product: CC(C)(C)OC(=O)N1CCC(NC(=O)C2CCC3CN2C(=O)N3O)C1. Reaction SMILES: [CH2:1]([c:2]1[cH:3][cH:4][cH:5][cH:6][cH:7]1)[O:8][N:9]1[CH:10]2[CH2:11][CH2:12][CH:13]([C:18](=[O:19])[NH:20][CH:21]3[CH2:22][N:23]([C:26](=[O:27])[O:28][C:29]([CH3:30])([CH3:31])[CH3:32])[CH2:24][CH2:25]3)[N:14]([C:15]1=[O:16])[CH2:17]2.[CH3:33][OH:34]>>[OH:8][N:9]1[CH:10]2[CH2:11][CH2:12][CH:13]([C:18](=[O:19])[NH:20][CH:21]3[CH2:22][N:23]([C:26](=[O:27])[O:28][C:29]([CH3:30])([CH3:31])[CH3:32])[CH2:24][CH2:25]3)[N:14]([C:15]1=[O:16])[CH2:17]2. Starting materials: C(C1=CC=CC=C1)(=O)NC(=S)NCCSCC=1OC(=CC1)CN(C)C (N-benzoyl-N'-(2-(((5-(dimethylamino)methyl-2-furanyl)methyl)thio)ethyl)-thiourea), C([O-])([O-])=O.[K+].[K+] (potassium carbonate), C([O-])([O-])=O.[K+].[K+] (potassium carbonate). Solvent: C(C)O (ethanol), O (water). Reaction conditions: temperature 65 celsius. The product is CN(C)CC1=CC=C(O1)CSCCNC(=S)N (2-(((5-(dimethylamino)methyl-2-furanyl)methyl)thio)ethyl-thiourea). As a reaction SMILES: C([NH:9][C:10]([NH:12][CH2:13][CH2:14][S:15][CH2:16][C:17]1[O:18][C:19]([CH2:22][N:23]([CH3:25])[CH3:24])=[CH:20][CH:21]=1)=[S:11])(=O)C1C=CC=CC=1.C(=O)([O-])[O-].[K+].[K+]>C(O)C.O>[CH3:25][N:23]([CH2:22][C:19]1[O:18][C:17]([CH2:16][S:15][CH2:14][CH2:13][NH:12][C:10]([NH2:9])=[S:11])=[CH:21][CH:20]=1)[CH3:24] |f:1.2.3|. Procedure details: A mixture of 24.76 g (65.6 mmol) of N-benzoyl-N'-(2-(((5-(dimethylamino)methyl-2-furanyl)methyl)thio)ethyl)-thiourea and 5.6 g (40.5 mmol) of potassium carbonate in 160 ml ethanol and 100 ml water is heated under stirring at 65° C. An additional amount of 3.45 g (25 mmol) potassium carbonate is added after 30 and 75 minutes respectively. After 90 minutes the ethanol is eliminated by vacuum distillation. A reaction mixture is diluted with 200 ml 5% sodium carbonate and extracted with dichlorometh... Reactants: BrC=1C=C2C3=C(C(=NC4=C(N3CC2)C=CC=C4)N4CCN(CC4)C)C1 (4-bromo-6-(4-methyl-1-piperazinyl)-1,2-dihydrobenzo[b]pyrrolo[3,2,1-jk][1,4]benzodiazepine). Reagents/catalysts: [O-2].[O-2].[Mn+4] (manganese dioxide), [O-2].[O-2].[Mn+4] (manganese dioxide). The solvent is C(Cl)(Cl)Cl (chloroform). Run at time 36 hour. Yields the product BrC=1C=C2C3=C(C(=NC4=C(N3C=C2)C=CC=C4)N4CCN(CC4)C)C1 (4-Bromo-6-(4-methyl-1-piperazinyl)benzo[b]pyrrolo[3,2,1-jk][1,4]benzodiazepine). Yield: 65.5%. Reaction SMILES: [Br:1][C:2]1[CH:3]=[C:4]2[CH2:13][CH2:12][N:11]3[C:5]2=[C:6]([CH:25]=1)[C:7]([N:18]1[CH2:23][CH2:22][N:21]([CH3:24])[CH2:20][CH2:19]1)=[N:8][C:9]1[CH:17]=[CH:16][CH:15]=[CH:14][C:10]=13>C(Cl)(Cl)Cl.[O-2].[O-2].[Mn+4]>[Br:1][C:2]1[CH:3]=[C:4]2[CH:13]=[CH:12][N:11]3[C:5]2=[C:6]([CH:25]=1)[C:7]([N:18]1[CH2:23][CH2:22][N:21]([CH3:24])[CH2:20][CH2:19]1)=[N:8][C:9]1[CH:17]=[CH:16][CH:15]=[CH:14][C:10]=13 |f:2.3.4|. Reported procedure: To a solution of 4-bromo-6-(4-methyl-1-piperazinyl)-1,2-dihydrobenzo[b]pyrrolo[3,2,1-jk][1,4]benzodiazepine (5.7 g, 14.3 mmoles) in chloroform (100 ml) was added manganese dioxide (5 g) and the mixture was heated at gentle reflux for 24 hours. Additional manganese dioxide was added and reflux was continued for 36 hours. The mixture was filtered and the solids were washed with dichloromethane. The filtrate was concentrated at reduced pressure. The residue was purified on a silica gel column (160 ... Starting materials: CCCI (PrI), CC(C)(C)OC(=O)N1CCN(CC1)c2ccc(NC(=O)c3oc(cc3)c4ccc(Cl)cc4)cc2 (p-Cl Core). Reagents/catalysts: O=S(=O)(O)O (H2SO4), CCN=P(N=P(N(C)C)(N(C)C)N(C)C)(N(C)C)N(C)C (P2-Et). The solvent is COCCOCCOC (diglyme), CN(C)C=O (DMF), CN(C)C=O (DMF), CN(C)C=O (DMF). Run at temperature 23 celsius, time 20 hour. The product is CCCN(C(=O)c1oc(cc1)c2ccc(Cl)cc2)c3ccc(cc3)N4CCNCC4 (MK2_Alk_03), CC(C)(C)OC(=O)N1CCN(CC1)c2ccc(NC(=O)c3oc(cc3)c4ccc(Cl)cc4)cc2 (p-Cl Core), CC(C)(C)OC(=O)N1CCN(CC1)c2ccc(NC(=O)c3oc(cc3)c4ccc(Cl)cc4)cc2 (MK2_Core_Cl). Yield: 25.0%.